From a dataset of the Open Reaction Database (ORD), a public repository of structured organic reaction records. describe an organic reaction: reactants, conditions, products, and yield Starting materials: C(C)(C)(C)OC(CCC1=C(C=C(C=C1)O)CNC(=O)OC(C)C)=O (3-[4-hydroxy-2-(isopropoxycarbonylamino-methyl)-phenyl]-propionic acid tert-butyl ester), CC1=C(N=C(S1)N1CCOCC1)CCOS(=O)(=O)C1=CC=C(C=C1)C (toluene-4-sulfonic acid 2-(5-methyl-2-morpholin-4-yl-thiazol-4-yl)-ethyl ester). Product: C(C)(C)(C)OC(CCC1=C(C=C(C=C1)OCCC=1N=C(SC1C)N1CCOCC1)CNC(=O)OC(C)C)=O (3-{2-(Isopropoxycarbonylamino-methyl)-4-[2-(5-methyl-2-morpholin-4-yl-thiazol-4-yl)-ethoxy]-phenyl}-propionic acid tert-butyl ester). Yield: 87.7%. Reaction SMILES: [C:1]([O:5][C:6](=[O:24])[CH2:7][CH2:8][C:9]1[CH:14]=[CH:13][C:12]([OH:15])=[CH:11][C:10]=1[CH2:16][NH:17][C:18]([O:20][CH:21]([CH3:23])[CH3:22])=[O:19])([CH3:4])([CH3:3])[CH3:2].[CH3:25][C:26]1[S:30][C:29]([N:31]2[CH2:36][CH2:35][O:34][CH2:33][CH2:32]2)=[N:28][C:27]=1[CH2:37][CH2:38]OS(C1C=CC(C)=CC=1)(=O)=O>>[C:1]([O:5][C:6](=[O:24])[CH2:7][CH2:8][C:9]1[CH:14]=[CH:13][C:12]([O:15][CH2:38][CH2:37][C:27]2[N:28]=[C:29]([N:31]3[CH2:32][CH2:33][O:34][CH2:35][CH2:36]3)[S:30][C:26]=2[CH3:25])=[CH:11][C:10]=1[CH2:16][NH:17][C:18]([O:20][CH:21]([CH3:22])[CH3:23])=[O:19])([CH3:4])([CH3:3])[CH3:2]. Reported procedure: 3-[4-hydroxy-2-(isopropoxycarbonylamino-methyl)-phenyl]-propionic acid tert-butyl ester (272 mg, 0.806 mmol) and toluene-4-sulfonic acid 2-(5-methyl-2-morpholin-4-yl-thiazol-4-yl)-ethyl ester (522 mg, 1.36 mmol) were reacted according to Standard procedure A. Purification using radial chromatography (CH2Cl2/EtOAc 98:2 to 75:25) gave the title compound as a white solid (387 mg, 98%). 1H NMR (400 MHz, CDCl3) δ 1.14 (d, 6H, J=5.9 Hz), 1.32 (s, 9H), 2.16 (s, 3H), 2.39 (t, 2H, J=7.6 Hz), 2.77 (t, 2H,... Reactants: C1(=CC=CC=2C3=CC=CC=C3CC12)CO (Fluorenylmethanol), CN(C)C1=NC=CC=C1 (dimethylaminopyridine), C1(CCCC(=O)O1)=O (Glutaric anhydride). Run in N1=CC=CC=C1 (pyridine). Run at time 8 hour. Yields the product C1(=CC=CC=2C3=CC=CC=C3CC12)COC(CCCC(=O)O)=O (Glutaric Acid Monofluorenylmethyl Ester). As a reaction SMILES: [C:1]1([CH2:14][OH:15])[C:13]2[CH2:12][C:11]3[C:6](=[CH:7][CH:8]=[CH:9][CH:10]=3)[C:5]=2[CH:4]=[CH:3][CH:2]=1.CN(C1C=CC=CN=1)C.[C:25]1(=[O:32])[O:31][C:29](=[O:30])[CH2:28][CH2:27][CH2:26]1>N1C=CC=CC=1>[C:1]1([CH2:14][O:15][C:25](=[O:32])[CH2:26][CH2:27][CH2:28][C:29]([OH:31])=[O:30])[C:13]2[CH2:12][C:11]3[C:6](=[CH:7][CH:8]=[CH:9][CH:10]=3)[C:5]=2[CH:4]=[CH:3][CH:2]=1. Procedure: Fluorenylmethanol (0.90 g, 4.5 mmol) and dimethylaminopyridine (50 mg) are dissolved in 10 ml dry pyridine. Glutaric anhydride (5.0 mmol) is added and the solution stirred overnight. The solvent is removed under reduced pressure, sodium bicarbonate added (50 ml), the solution extracted with ethyl acetate (50 ml), and the organic layer discarded. The aqueous layer is acidified to pH 2, extracted with ethyl acetate (2×100 ml), washed with brine, and the solvent removed under reduced pressure. The ...